Dataset: the Open Reaction Database (ORD), a public repository of structured organic reaction records. Task: describe an organic reaction: reactants, conditions, products, and yield The reactants are CN(CCc1ccccn1)C(=O)OC(C)(C)C, NC(Cc1ccccc1)C(=O)OCc1ccccc1, CCOC(C)=O, O=C(Cl)OC(Cl)(Cl)Cl. The product is CN(CCc1ccccn1)C(=O)NC(Cc1ccccc1)C(=O)OCc1ccccc1. Reaction SMILES: [C:1]([O:2][C:6](=[O:7])[N:8]([CH3:9])[CH2:10][CH2:11][c:12]1[n:13][cH:14][cH:15][cH:16][cH:17]1)([CH3:3])([CH3:4])[CH3:5].[CH2:18]([c:19]1[cH:20][cH:21][cH:22][cH:23][cH:24]1)[O:25][C:26]([CH:27]([NH2:28])[CH2:29][c:30]1[cH:31][cH:32][cH:33][cH:34][cH:35]1)=[O:36].[CH3:45][CH2:46][O:47][C:48](=[O:49])[CH3:50].[Cl:37][C:38]([O:39][C:40]([Cl:41])=[O:42])([Cl:43])[Cl:44]>>[C:6](=[O:7])([N:8]([CH3:9])[CH2:10][CH2:11][c:12]1[n:13][cH:14][cH:15][cH:16][cH:17]1)[NH:28][CH:27]([C:26]([O:25][CH2:18][c:19]1[cH:20][cH:21][cH:22][cH:23][cH:24]1)=[O:36])[CH2:29][c:30]1[cH:31][cH:32][cH:33][cH:34][cH:35]1. The reactants are C(C)(=O)NC=1SC(=CN1)Br (2-acetylamino-5-bromothiazole), OC=1C(=NC=CC1)S (3-hydroxy-2-mercaptopyridine), C([O-])([O-])=O.[K+].[K+] (potassium carbonate). The solvent is CN(C=O)C (N,N-dimethylformamide). Run at temperature 90 celsius. Yields the product C(C)(=O)NC=1SC(=CN1)SC1=NC=CC=C1O (2-acetylamino-5-(3-hydroxypyridin-2-ylthio)thiazole). Isolated yield 110.3%. RXN SMILES: [C:1]([NH:4][C:5]1[S:6][C:7](Br)=[CH:8][N:9]=1)(=[O:3])[CH3:2].[OH:11][C:12]1[C:13]([SH:18])=[N:14][CH:15]=[CH:16][CH:17]=1.C(=O)([O-])[O-].[K+].[K+]>CN(C)C=O>[C:1]([NH:4][C:5]1[S:6][C:7]([S:18][C:13]2[C:12]([OH:11])=[CH:17][CH:16]=[CH:15][N:14]=2)=[CH:8][N:9]=1)(=[O:3])[CH3:2] |f:2.3.4|. Procedure: A mixture of 2-acetylamino-5-bromothiazole (1.8 g), 3-hydroxy-2-mercaptopyridine (1.3 g) and potassium carbonate (2.0 g) in N,N-dimethylformamide (40 ml) was heated at 90° C. for 3.5 hours with stirring. The reaction mixture was concentrated under reduced pressure and the residue was triturated with water. The mixture was extracted with a mixture of tetrahydrofuran and ethyl acetate (1:1), washed with aqueous saturated sodium chloride and dried over magnesium sulfate. The solvent was concentrate... Reactants: CN(C)C=O, CCOC(=O)C(C)Cl, Cl, [H-], CI, [Na+], O=[N+]([O-])c1ccccc1. The product is CCOC(=O)C(C)(C)c1ccc([N+](=O)[O-])cc1. As a reaction SMILES: [CH3:23][N:24]([CH3:25])[CH:26]=[O:27].[Cl:3][CH:4]([C:5](=[O:6])[O:7][CH2:8][CH3:9])[CH3:10].[ClH:22].[H-:2].[I:20][CH3:21].[Na+:1].[O-:11][N+:12](=[O:13])[c:14]1[cH:15][cH:16][cH:17][cH:18][cH:19]1>>[C:4]([C:5](=[O:6])[O:7][CH2:8][CH3:9])([CH3:10])([c:17]1[cH:16][cH:15][c:14]([N+:12]([O-:11])=[O:13])[cH:19][cH:18]1)[CH3:21]. Reactants: COC(=O)C1=CC(=NN1)C1=C(O[C@H](CCC(=O)O)C2=C(C=CC=C2)C)C=C(C=C1)OCC=1C=NC=CC1 ((R)-4-[2-(5-methoxycarbonylpyrazol-3-yl)-5-(3-pyridylmethoxy)phenoxy]-4-(2-methylphenyl)butanoic acid), N (ammonia). Run in CO (methanol). Conditions: time 8 hour. Product: C(N)(=O)C1=CC(=NN1)C1=C(O[C@H](CCC(=O)O)C2=C(C=CC=C2)C)C=C(C=C1)OCC=1C=NC=CC1 ((R)-4-[2-(5-carbamoylpyrazol-3-yl)-5-(3-pyridylmethoxy)-phenoxy]-4-(2-methylphenyl)butanoic acid). RXN SMILES: C[O:2][C:3]([C:5]1[NH:9][N:8]=[C:7]([C:10]2[CH:29]=[CH:28][C:27]([O:30][CH2:31][C:32]3[CH:33]=[N:34][CH:35]=[CH:36][CH:37]=3)=[CH:26][C:11]=2[O:12][C@@H:13]([C:19]2[CH:24]=[CH:23][CH:22]=[CH:21][C:20]=2[CH3:25])[CH2:14][CH2:15][C:16]([OH:18])=[O:17])[CH:6]=1)=O.[NH3:38]>CO>[C:3]([C:5]1[NH:9][N:8]=[C:7]([C:10]2[CH:29]=[CH:28][C:27]([O:30][CH2:31][C:32]3[CH:33]=[N:34][CH:35]=[CH:36][CH:37]=3)=[CH:26][C:11]=2[O:12][C@@H:13]([C:19]2[CH:24]=[CH:23][CH:22]=[CH:21][C:20]=2[CH3:25])[CH2:14][CH2:15][C:16]([OH:18])=[O:17])[CH:6]=1)(=[O:2])[NH2:38]. Procedure: (R)-4-[2-(5-methoxycarbonylpyrazol-3-yl)-5-(3-pyridylmethoxy)phenoxy]-4-(2-methylphenyl)butanoic acid (0.2 g) is dissolved in methanol (20 mL) and concentrated aqueous ammonia (20 mL). After standing at room temperature overnight .the solution is evaporated to dryness and the residue triturated successively with ether and ethyl acetate to give (R)-4-[2-(5-carbamoylpyrazol-3-yl)-5-(3-pyridylmethoxy)-phenoxy]-4-(2-methylphenyl)butanoic acid (0.035 g) as a white powder, mp 180-192° C. Reactants: OC(c1ccc(Cl)cc1)c1cc2cc(Br)ccc2o1, ClCCl, C1CCCCC1, O=S(Cl)Cl. The product is Clc1ccc(C(Cl)c2cc3cc(Br)ccc3o2)cc1. As a reaction SMILES: [Br:1][c:2]1[cH:3][cH:4][c:5]2[c:6]([cH:7][c:8]([CH:10]([OH:11])[c:12]3[cH:13][cH:14][c:15]([Cl:18])[cH:16][cH:17]3)[o:9]2)[cH:19]1.[CH2:24]([Cl:25])[Cl:26].[CH2:27]1[CH2:28][CH2:29][CH2:30][CH2:31][CH2:32]1.[S:20]([Cl:21])([Cl:22])=[O:23]>>[Br:1][c:2]1[cH:3][cH:4][c:5]2[c:6]([cH:7][c:8]([CH:10]([c:12]3[cH:13][cH:14][c:15]([Cl:18])[cH:16][cH:17]3)[Cl:22])[o:9]2)[cH:19]1.